This data is from the Open Reaction Database (ORD), a public repository of structured organic reaction records. The task is: describe an organic reaction: reactants, conditions, products, and yield The reactants are C(C1=CC=CC=C1)(=O)O[C@@H](CC)[C@H]1OC([C@@H](C1)C)O ([(1S)-1-[(2S,4R)-5-hydroxy-4-methyl-tetrahydrofuran-2-yl]propyl] benzoate), C(C1=CC=CC=C1)(=O)O[C@@H](CC)[C@H]1OC([C@@H](C1)C)O ([(1S)-1-[(2S,4R)-5-hydroxy-4-methyl-tetrahydrofuran-2-yl]propyl] benzoate), C(C)(=O)OC(C)=O (acetic acid anhydride). The reagents and catalysts are CN(C)C=1C=CN=CC1 (DMAP). Run in N1=CC=CC=C1 (pyridine). The product is C(C1=CC=CC=C1)(=O)O[C@@H](CC)[C@H]1OC([C@@H](C1)C)OC(C)=O ([(1S)-1-[(2S,4R)-5-acetoxy-4-methyl-tetrahydrofuran-2-yl]propyl] benzoate). Yield: 72.5%. RXN SMILES: [C:1]([O:9][C@H:10]([C@@H:13]1[CH2:17][C@@H:16]([CH3:18])[CH:15]([OH:19])[O:14]1)[CH2:11][CH3:12])(=[O:8])[C:2]1[CH:7]=[CH:6][CH:5]=[CH:4][CH:3]=1.[C:20](OC(=O)C)(=[O:22])[CH3:21]>N1C=CC=CC=1.CN(C1C=CN=CC=1)C>[C:1]([O:9][C@H:10]([C@@H:13]1[CH2:17][C@@H:16]([CH3:18])[CH:15]([O:19][C:20](=[O:22])[CH3:21])[O:14]1)[CH2:11][CH3:12])(=[O:8])[C:2]1[CH:7]=[CH:6][CH:5]=[CH:4][CH:3]=1. Procedure details: To a solution of [(1S)-1-[(2S,4R)-5-hydroxy-4-methyl-tetrahydrofuran-2-yl]propyl] benzoate (compound 28i, crude, 1.2 g, 4.5 mmol) in pyridine (60 mL) was added acetic acid anhydride (0.918 g, 9 mmol) and DMAP (200 mg) with stirring. After being stirred 25° C. for 2 hours, the mixture was quenched with saturated NaHCO3 solution and extracted with EtOAc (40 mL). The organic layers were combined, washed with brine (50 mL), dried over Na2SO4 and concentrated in vacuo. The residue was purified by col... Reactants: C(C)OC(=O)C1(CC1)C1(CC1)NC(CC(=O)OCC)=O (1′-(2-Ethoxycarbonyl-acetylamino)-bicyclopropyl-1-carboxylic acid ethyl ester), [Na] (sodium). The solvent is C1(=CC=CC=C1)C (toluene), CO (methanol). Run at temperature 85 celsius. Yields the product COC(=O)C1C(NC2(C3(CC3)C1=O)CC2)=O (8,10-Dioxo-7-aza-dispiro[2.0.2.4]decane-9-carboxylic acid methyl ester). Reaction SMILES: C(O[C:4]([C:6]1([C:9]2([NH:12][C:13](=[O:20])[CH2:14][C:15]([O:17][CH2:18]C)=[O:16])[CH2:11][CH2:10]2)[CH2:8][CH2:7]1)=[O:5])C.[Na]>C1(C)C=CC=CC=1.CO>[CH3:18][O:17][C:15]([CH:14]1[C:4](=[O:5])[C:6]2([CH2:7][CH2:8]2)[C:9]2([CH2:10][CH2:11]2)[NH:12][C:13]1=[O:20])=[O:16] |^1:20|. Procedure details: 1′-(2-Ethoxycarbonyl-acetylamino)-bicyclopropyl-1-carboxylic acid ethyl ester (1 g; 3.53 mmol) in toluene (15 ml) is added rapidly to a solution of sodium (81 mg; 3.53 mmol) in methanol (3 ml) under stirring. The reaction mixture is warmed to 85° C. for 40 minutes, cooled to room temperature and the precipitate (sodium salt of title compound) filtered, washed with toluene, then heptane, dissolved in water (0.6 ml) and acidified with 2N HCl (1.75 ml). The resulting resin is decanted from water an... Reactants: C1COCCC1CN, COC1=C(C=C(C=C1)I)Br. The reagents and catalysts are CC(C)(C)[O-].[Na+], C1=CC=C(C=C1)P(C2=CC=CC=C2)C3=C(C4=CC=CC=C4C=C3)C5=C(C=CC6=CC=CC=C65)P(C7=CC=CC=C7)C8=CC=CC=C8, CC(=O)O.CC(=O)O.[Pd]. The solvent is CC1=CC=CC=C1. Conditions: temperature 80 celsius. Product: COC1=C(C=C(C=C1)NCC2CCOCC2)Br. Yield: 10.4%. Procedure details: Palladium (II) acetate (0.032 g, 0.14 mmol) and racemic-2,2'-Bis(diphenylphosphino)-1,1'-binaphthyl (0.179 g, 0.29 mmol) were suspended in toluene (3 mL). The mixture was evacuated and purged with nitrogen, and warmed to 50°C.  In a separate vessel, 2-bromo-4-iodo-1-methoxybenzene (0.6 g, 1.92 mmol), (tetrahydro-2H-pyran-4-yl)methanamine (0.221 g, 1.92 mmol) and sodium-t- butoxide (0.276 g, 2.88 mmol) were suspended in toluene (3.5 mL). The resulting mixture was evacuated, purged with nitrogen a... Starting materials: C(\C=C\C(=O)O)(=O)O (fumaric acid), FC1=CC2=C(C(=NO2)C2CCN(CC2)CCCN)C=C1 (3-[4-(6-fluoro-1,2-benzisoxazol-3-yl)-1-piperidinyl]propyl amine), C(=O)([O-])[O-].[K+].[K+] (K2CO3), BrCC=1C(=CC=CC1)CBr (α,α'-dibromo-o-xylene). Run in C(C)O (ethanol), C(C)#N (acetonitrile), C(C)O (ethanol). The product is C(\C=C\C(=O)O)(=O)O.C(\C=C\C(=O)O)(=O)O.FC1=CC2=C(C(=NO2)C2CCN(CC2)CCCN2CC3=CC=CC=C3C2)C=C1 (4-(6-Fluoro-1,2-benzisoxazol-3-yl)-1-[3-(2,3-dihydro-1H-isoindol-2-yl)propyl]piperidine difumarate). As a reaction SMILES: [F:1][C:2]1[CH:20]=[CH:19][C:5]2[C:6]([CH:9]3[CH2:14][CH2:13][N:12]([CH2:15][CH2:16][CH2:17][NH2:18])[CH2:11][CH2:10]3)=[N:7][O:8][C:4]=2[CH:3]=1.C([O-])([O-])=O.[K+].[K+].Br[CH2:28][C:29]1[C:30]([CH2:35]Br)=[CH:31][CH:32]=[CH:33][CH:34]=1.[C:37]([OH:44])(=[O:43])/[CH:38]=[CH:39]/[C:40]([OH:42])=[O:41]>C(#N)C.C(O)C>[C:37]([OH:44])(=[O:43])/[CH:38]=[CH:39]/[C:40]([OH:42])=[O:41].[C:37]([OH:44])(=[O:43])/[CH:38]=[CH:39]/[C:40]([OH:42])=[O:41].[F:1][C:2]1[CH:20]=[CH:19][C:5]2[C:6]([CH:9]3[CH2:14][CH2:13][N:12]([CH2:15][CH2:16][CH2:17][N:18]4[CH2:35][C:30]5[C:29](=[CH:34][CH:33]=[CH:32][CH:31]=5)[CH2:28]4)[CH2:11][CH2:10]3)=[N:7][O:8][C:4]=2[CH:3]=1 |f:1.2.3,8.9.10|. Procedure: A stirred mixture of 3-[4-(6-fluoro-1,2-benzisoxazol-3-yl)-1-piperidinyl]propyl amine (3.46 g, 12.5 mmol), K2CO3 (4 g, 29 mmol) and α,α'-dibromo-o-xylene (3.3 g, 12.5 mmol) in acetonitrile (300 ml) was heated at reflux for 3.5 hours. The mixture was cooled and the insolubles were filtered. The dark red solution was concentrated down to a dark oil. This oil was purified by flash chromatography over a silica gel column (SiO2, 45 g; eluded with dichloromethane and MeOH in dichloromethane). The prod... Reactants: COC(CN1C(C=CC2=NC=C(C=C12)OC)=O)O ([7-(methoxy)-2-oxo-1,5-naphthyridin-1(2H)-yl]acetaldehyde methyl hemiacetal), C(C)(=O)O[BH-](OC(C)=O)OC(C)=O.[Na+] (Sodium triacetoxyborohydride), CC(C)(C)N(C([O-])=O)[C@H]1[C@H](CNCC1)O (1,1-dimethylethyl[(3S,4R)-3-hydroxy-4-piperidinyl]carbamate), OCCCC1=CC(NN(C1=O)CC1=CC=C(C=C1)OC)=O (5-(3-Hydroxypropyl)-1-{[4-(methyloxy)phenyl]methyl}-1,2-dihydro-3,6-pyridazinedione). Solvent: C(Cl)(Cl)Cl (chloroform), CO (MeOH). Reaction conditions: time 8 hour. Product: O[C@H]1CN(CC[C@H]1NC(OC(C)(C)C)=O)CCN1C(C=CC2=NC=C(C=C12)OC)=O (1,1-Dimethylethyl ((3S,4R)-3-hydroxy-1-{2-[7-(methyloxy)-2-oxo-1,5-naphthyridin-1(2H)-yl]ethyl}-4-piperidinyl)carbamate). RXN SMILES: CO[CH:3](O)[CH2:4][N:5]1[C:14]2[C:9](=[N:10][CH:11]=[C:12]([O:15][CH3:16])[CH:13]=2)[CH:8]=[CH:7][C:6]1=[O:17].CC([N:23]([C@@H:27]1[CH2:32][CH2:31][NH:30][CH2:29][C@@H:28]1[OH:33])[C:24](=[O:26])[O-:25])(C)C.OCC[CH2:37][C:38]1[C:43](=O)N(CC2C=CC(OC)=CC=2)NC(=O)[CH:39]=1.C(O[BH-](OC(=O)C)OC(=O)C)(=O)C.[Na+]>C(Cl)(Cl)Cl.CO>[OH:33][C@@H:28]1[C@H:27]([NH:23][C:24](=[O:26])[O:25][C:38]([CH3:43])([CH3:39])[CH3:37])[CH2:32][CH2:31][N:30]([CH2:3][CH2:4][N:5]2[C:14]3[C:9](=[N:10][CH:11]=[C:12]([O:15][CH3:16])[CH:13]=3)[CH:8]=[CH:7][C:6]2=[O:17])[CH2:29]1 |f:3.4|. Reported procedure: [7-(methoxy)-2-oxo-1,5-naphthyridin-1(2H)-yl]acetaldehyde methyl hemiacetal (200 mg) and 1,1-dimethylethyl[(3S,4R)-3-hydroxy-4-piperidinyl]carbamate (for a synthesis see WO2004058144, Example 5(c), cis-(3-hydroxy-piperidin-4-yl)-carbamic acid tert-butyl ester Enantiomer 2) (182 mg) were stirred in chloroform (10 ml) plus MeOH (0.5 ml) under argon for 2 h. Sodium triacetoxyborohydride (534 mg) was added in one portion and the mixture was stirred at rt overnight, then quenched by addition of satur... Starting materials: C(C)(C)(C)OC(=O)N1C[C@@H](NCC1)C ((S)-3-methyl-piperazine-1-carboxylic acid tert-butyl ester), C(C1=CC=CC=C1)OC(=O)N1CCC(CC1)=O (N-benzyloxycarbonyl-4-piperidone), [OH-].[Na+] (NaOH), C(#N)[BH3-].[Na+] (Sodium cyanoborohydride). Solvent: CO (methanol), C(C)(=O)O (acetic acid). Run at time 1 hour. Product: C(C)(C)(C)OC(=O)N1C[C@@H](N(CC1)C1CCN(CC1)C(=O)OCC1=CC=CC=C1)C ((S)-4-(1-Benzyloxycarbonyl-piperidin-4-yl)-3-methyl-piperazine-1-carboxylic acid tert-butyl ester). Isolated yield 34.1%. As a reaction SMILES: [C:1]([O:5][C:6]([N:8]1[CH2:13][CH2:12][NH:11][C@@H:10]([CH3:14])[CH2:9]1)=[O:7])([CH3:4])([CH3:3])[CH3:2].[CH2:15]([O:22][C:23]([N:25]1[CH2:30][CH2:29][C:28](=O)[CH2:27][CH2:26]1)=[O:24])[C:16]1[CH:21]=[CH:20][CH:19]=[CH:18][CH:17]=1.C([BH3-])#N.[Na+].[OH-].[Na+]>CO.C(O)(=O)C>[C:1]([O:5][C:6]([N:8]1[CH2:13][CH2:12][N:11]([CH:28]2[CH2:29][CH2:30][N:25]([C:23]([O:22][CH2:15][C:16]3[CH:17]=[CH:18][CH:19]=[CH:20][CH:21]=3)=[O:24])[CH2:26][CH2:27]2)[C@@H:10]([CH3:14])[CH2:9]1)=[O:7])([CH3:4])([CH3:2])[CH3:3] |f:2.3,4.5|. Reported procedure: To a solution of (S)-3-methyl-piperazine-1-carboxylic acid tert-butyl ester (1.0 g, mmol) and N-benzyloxycarbonyl-4-piperidone (1.2 g, 5 mmol) in methanol (8 mL) was added acetic acid (0.28 mL) and the solution was stirred at RT for 1 h. Sodium cyanoborohydride (310 mg, 5 mmol) was added and the reaction mixture was stirred at 45° C. overnight and then 1 N NaOH (5 mL) was added. The aqueous phase was extracted with EtOAc (3×15 mL). The combined organic extracts were washed with brine, dried over...